The task is: describe an organic reaction: reactants, conditions, products, and yield. This data is from the Open Reaction Database (ORD), a public repository of structured organic reaction records. The reactants are OCC1=CC=CC(=N1)NC(C(C)(C)C)=O (N-(6-Hydroxymethyl-pyridin-2-yl)-2,2-dimethyl-propionamide), [H-].[Na+] (sodium hydride), BrCC1CC1 (bromomethyl cyclopropane). Run in CN(C)C=O (DMF). Reaction conditions: time 1 hour. Yields the product C1(CC1)COCC1=CC=CC(=N1)NC(C(C)(C)C)=O (N-(6-Cyclopropylmethoxymethyl-pyridin-2-yl)-2,2-dimethyl-propionamide). Reaction SMILES: [OH:1][CH2:2][C:3]1[N:8]=[C:7]([NH:9][C:10](=[O:15])[C:11]([CH3:14])([CH3:13])[CH3:12])[CH:6]=[CH:5][CH:4]=1.[H-].[Na+].Br[CH2:19][CH:20]1[CH2:22][CH2:21]1>CN(C=O)C>[CH:20]1([CH2:19][O:1][CH2:2][C:3]2[N:8]=[C:7]([NH:9][C:10](=[O:15])[C:11]([CH3:12])([CH3:14])[CH3:13])[CH:6]=[CH:5][CH:4]=2)[CH2:22][CH2:21]1 |f:1.2|. Reported procedure: N-(6-Hydroxymethyl-pyridin-2-yl)-2,2-dimethyl-propionamide (1.04 g, Papadopoulou,; J. Heterocycl. Chem., 32, 1995, 675) in DMF (25 mL) was treated with sodium hydride (0.64 g, 60% suspension in oil), the mixture was then stirred for 1 h at RT, bromomethyl cyclopropane (0.688 g) was added dropwise and stirring was continued for further 1.75 h. The reaction mixture was partitioned between 2 M aqueous KHCO3 and AcOEt, the layers were separated, the aqueous layer extracted twice with AcOEt. The comb... Starting materials: C(C)N(C(=O)[C@H]1CN2C(C3([C@@H]1CC2)OCCO3)C(C3=CC=CC=C3)C3=CC=CC=C3)CC ((3R*,4R*)-N,N-Diethyl-6-diphenylmethyl-5,5-ethylenedioxy-1-azabicyclo[2.2.2]octane-3-carboxamide). Solvent: C[O-].[Na+] (sodium methoxide). Product: C(C)N(C(=O)[C@H]1CN2C(C3([C@H]1CC2)OCCO3)C(C3=CC=CC=C3)C3=CC=CC=C3)CC ((3R*,4S*)-N,N-Diethyl-6-diphenylmethyl-5,5-ethylenedioxy-1-azabicyclo[2.2.2]octane-3-carboxamide). Isolated yield 86.4%. RXN SMILES: [CH2:1]([N:3]([CH2:31][CH3:32])[C:4]([C@@H:6]1[C@H:11]2[CH2:12][CH2:13][N:8]([CH:9]([CH:18]([C:25]3[CH:30]=[CH:29][CH:28]=[CH:27][CH:26]=3)[C:19]3[CH:24]=[CH:23][CH:22]=[CH:21][CH:20]=3)[C:10]32[O:17][CH2:16][CH2:15][O:14]3)[CH2:7]1)=[O:5])[CH3:2]>C[O-].[Na+]>[CH2:31]([N:3]([CH2:1][CH3:2])[C:4]([C@@H:6]1[C@@H:11]2[CH2:12][CH2:13][N:8]([CH:9]([CH:18]([C:25]3[CH:26]=[CH:27][CH:28]=[CH:29][CH:30]=3)[C:19]3[CH:20]=[CH:21][CH:22]=[CH:23][CH:24]=3)[C:10]32[O:17][CH2:16][CH2:15][O:14]3)[CH2:7]1)=[O:5])[CH3:32] |f:1.2|. Reported procedure: A suspension of 21 (9.8 g, 22 mmol) in sodium methoxide (28% in MeOH; 400 g) was heated at reflux temperature for 9 hours. The resulting solution was poured on ice (300 ml) and extracted with CH2Cl2 (150 ml) three times. The combined extracts were dried over sodium sulfate (Na2SO4) and concentrated. The clude was purified by recrystallization from ethanol (EtOH) to give 22 (1:4 mixture at 6-position; 8.4 g, 19 mmol, 87%). The reactants are C(C)(C)(C)C1=NN(C(=C1)NC(OCC(Cl)(Cl)Cl)=O)C1=CC(=CC=C1)[N+](=O)[O-] (2,2,2-Trichloroethyl 3-t-butyl-1-(3-nitrophenyl)-1H-pyrazol-5-ylcarbamate), CC(=O)OC(=O)C (Ac2O). Reagents/catalysts: [Pd] (Pd/C). Solvent: CCOC(=O)C (EtOAc). Reaction conditions: time 45 minute. Yields the product C(C)(=O)NC=1C=C(C=CC1)N1N=C(C=C1NC(OCC(Cl)(Cl)Cl)=O)C(C)(C)C (2,2,2-trichloroethyl 1-(3-acetamidophenyl)-3-t-butyl-1H-pyrazol-5-ylcarbamate). The yield is 73.0%. Reaction SMILES: [C:1]([C:5]1[CH:9]=[C:8]([NH:10][C:11](=[O:18])[O:12][CH2:13][C:14]([Cl:17])([Cl:16])[Cl:15])[N:7]([C:19]2[CH:24]=[CH:23][CH:22]=[C:21]([N+:25]([O-])=O)[CH:20]=2)[N:6]=1)([CH3:4])([CH3:3])[CH3:2].[CH3:28][C:29](OC(C)=O)=[O:30]>CCOC(C)=O.[Pd]>[C:29]([NH:25][C:21]1[CH:20]=[C:19]([N:7]2[C:8]([NH:10][C:11](=[O:18])[O:12][CH2:13][C:14]([Cl:17])([Cl:16])[Cl:15])=[CH:9][C:5]([C:1]([CH3:4])([CH3:3])[CH3:2])=[N:6]2)[CH:24]=[CH:23][CH:22]=1)(=[O:30])[CH3:28]. Procedure details: 2,2,2-Trichloroethyl 3-t-butyl-1-(3-nitrophenyl)-1H-pyrazol-5-ylcarbamate (0.67 g, 1.538 mmol, 1.00 eq) in EtOAc (30 ml) was shaken under H2 (3.5 arm) at 22° C. over 10% Pd/C (0.327 g, 0.154 mmol, 0.10 eq, 50% H2O) overnight. The completed hydrogenation was treated with Ac2O (3 ml) and stirred at RT. After 45 min, the mixture was filtered through Celite, rinsing forward with EtOAc. The filtrate was treated with a roughly equal volume of satd. NaHCO3 and stirred briskly at RT for 3 h. The layers ... As a reaction SMILES: [N:23]([O-:24])=[O:25].[NH2:1][c:2]1[s:3][c:4]2[c:5]([n:17]1)[CH2:6][CH:7]1[CH2:8][CH2:9][CH2:10][N:11]([CH2:14][CH2:15][CH3:16])[CH:12]1[CH2:13]2.[NH4+:27].[Na+:26].[OH-:28].[OH2:29].[P:18](=[O:19])([OH:20])([OH:21])[OH:22]>>[cH:2]1[s:3][c:4]2[c:5]([n:17]1)[CH2:6][CH:7]1[CH2:8][CH2:9][CH2:10][N:11]([CH2:14][CH2:15][CH3:16])[CH:12]1[CH2:13]2. Reactants: O=N[O-], CCCN1CCCC2Cc3nc(N)sc3CC21, [NH4+], [Na+], [OH-], O, O=P(O)(O)O. The product is CCCN1CCCC2Cc3ncsc3CC21. Reactants: CCOCc1nc2c(N)nc3cc(Br)cnc3c2n1CC(C)C, CCCO, [Na+], [Na+], O=C([O-])[O-], CC(=O)[O-], CC(=O)[O-], O, [Pd+2], c1ccc(P(c2ccccc2)c2ccccc2)cc1, OB(O)c1cccnc1. Product: CCOCc1nc2c(N)nc3cc(-c4cccnc4)cnc3c2n1CC(C)C. As a reaction SMILES: [Br:10][c:11]1[cH:12][n:13][c:14]2[c:15]3[c:16]([c:17]([NH2:21])[n:18][c:19]2[cH:20]1)[n:22][c:23]([CH2:29][O:30][CH2:31][CH3:32])[n:24]3[CH2:25][CH:26]([CH3:27])[CH3:28].[CH2:68]([OH:69])[CH2:70][CH3:71].[Na+:33].[Na+:34].[O-:35][C:36](=[O:37])[O-:38].[O-:59][C:60]([CH3:61])=[O:62].[O-:63][C:64]([CH3:65])=[O:66].[OH2:67].[Pd+2:58].[c:39]1([P:40]([c:41]2[cH:42][cH:43][cH:44][cH:45][cH:46]2)[c:47]2[cH:48][cH:49][cH:50][cH:51][cH:52]2)[cH:53][cH:54][cH:55][cH:56][cH:57]1.[n:1]1[cH:2][c:3]([B:7]([OH:8])[OH:9])[cH:4][cH:5][cH:6]1>>[n:1]1[cH:2][c:3](-[c:11]2[cH:12][n:13][c:14]3[c:15]4[c:16]([c:17]([NH2:21])[n:18][c:19]3[cH:20]2)[n:22][c:23]([CH2:29][O:30][CH2:31][CH3:32])[n:24]4[CH2:25][CH:26]([CH3:27])[CH3:28])[cH:4][cH:5][cH:6]1. Reactants: Cc1cccc([N+](=O)[O-])c1CCl, CC(C)=O, [I-], Cc1nc2c(N)cccn2c1C, [Na+], [Na+], [Na+], O=C([O-])[O-]. The product is Cc1cccc([N+](=O)[O-])c1CNc1cccn2c(C)c(C)nc12. Reaction SMILES: [CH3:21][c:22]1[cH:23][cH:24][cH:25][c:26]([N+:30](=[O:31])[O-:32])[c:27]1[CH2:28][Cl:29].[CH3:33][C:34](=[O:35])[CH3:36].[I-:2].[NH2:9][c:10]1[c:11]2[n:12]([cH:13][cH:14][cH:15]1)[c:16]([CH3:20])[c:17]([CH3:19])[n:18]2.[Na+:1].[Na+:3].[Na+:4].[O-:5][C:6](=[O:7])[O-:8]>>[NH:9]([c:10]1[c:11]2[n:12]([cH:13][cH:14][cH:15]1)[c:16]([CH3:20])[c:17]([CH3:19])[n:18]2)[CH2:28][c:27]1[c:22]([CH3:21])[cH:23][cH:24][cH:25][c:26]1[N+:30](=[O:31])[O-:32]. Starting materials: COCC1(C)CC(n2ccccc2=O)c2cc(C(N)=O)ccc2O1, ClCCCl, O=P(Cl)(Cl)Cl. Product: COCC1(C)CC(n2ccccc2=O)c2cc(C#N)ccc2O1. RXN SMILES: [CH3:1][O:2][CH2:3][C:4]1([CH3:24])[O:5][c:6]2[cH:7][cH:8][c:9]([C:21]([NH2:22])=[O:23])[cH:10][c:11]2[CH:12]([n:14]2[c:15](=[O:20])[cH:16][cH:17][cH:18][cH:19]2)[CH2:13]1.[Cl:30][CH2:31][CH2:32][Cl:33].[P:25]([Cl:26])([Cl:27])([Cl:28])=[O:29]>>[CH3:1][O:2][CH2:3][C:4]1([CH3:24])[O:5][c:6]2[cH:7][cH:8][c:9]([C:21]#[N:22])[cH:10][c:11]2[CH:12]([n:14]2[c:15](=[O:20])[cH:16][cH:17][cH:18][cH:19]2)[CH2:13]1.